From a dataset of the Open Reaction Database (ORD), a public repository of structured organic reaction records. describe an organic reaction: reactants, conditions, products, and yield Reactants: BrCN1C(C2=CC=CC=C2C1=O)=O (2-bromomethyl-isoindole-1,3-dione), C1CCC2=NCCCN2CC1 (DBU), C(C)(=O)OCC[C@@](C(=O)O)([C@H](\C=C\CCCCCCC(CCCCCCC)=O)C(N[C@@H](CC1=CC=C(C=C1)OCC#CC)C(=O)OC)=O)O ((E)-(2S,3S)-2-(2-acetoxy-ethyl)-3-[(S)-2-(4-but-2-ynyloxy-phenyl)-1-methoxycarbonyl-ethylcarbamoyl]-2-hydroxy-12-oxo-nonadec-4-enoic acid), C1CCC2=NCCCN2CC1 (DBU), BrCN1C(C2=CC=CC=C2C1=O)=O (2-bromomethyl-isoindole-1,3-dione). Run in ClCCl (dichloromethane). Reaction conditions: time 6 hour. Product: C(C#CC)OC1=CC=C(C=C1)C[C@@H](C(=O)OC)NC(=O)[C@@H](\C=C\CCCCCCC(CCCCCCC)=O)[C@](C(=O)OCCCC)(CC(=O)OCN1C(C2=CC=CC=C2C1=O)=O)O (4-(1,3-dioxo-1,3-dihydro-isoindole-2-ylmethyl) 1-butyl (S)-2-{(E)-(S)-1-[(S)-2-(4-but-2-ynyloxy-phenyl)-1-methoxycarbonyl-ethylcarbamoyl]-10-oxo-heptadec-2-enyl}-2-hydroxy-succinate). The yield is 76.0%. RXN SMILES: C(OCC[C@:7]([OH:49])([C@@H:11]([C:29](=[O:48])[NH:30][C@H:31]([C:44]([O:46][CH3:47])=[O:45])[CH2:32][C:33]1[CH:38]=[CH:37][C:36]([O:39][CH2:40][C:41]#[C:42][CH3:43])=[CH:35][CH:34]=1)/[CH:12]=[CH:13]/[CH2:14][CH2:15][CH2:16][CH2:17][CH2:18][CH2:19][C:20](=[O:28])[CH2:21][CH2:22][CH2:23][CH2:24][CH2:25][CH2:26][CH3:27])[C:8]([OH:10])=[O:9])(=O)C.[CH2:50]1[CH2:60][CH2:59]N2C(=NCCC2)C[CH2:51]1.Br[CH2:62][N:63]1[C:71](=[O:72])[C:70]2[C:65](=[CH:66][CH:67]=[CH:68][CH:69]=2)[C:64]1=[O:73]>ClCCl>[CH2:40]([O:39][C:36]1[CH:37]=[CH:38][C:33]([CH2:32][C@H:31]([NH:30][C:29]([C@H:11]([C@@:7]([OH:49])([CH2:7][C:8]([O:10][CH2:62][N:63]2[C:71](=[O:72])[C:70]3[C:65](=[CH:66][CH:67]=[CH:68][CH:69]=3)[C:64]2=[O:73])=[O:9])[C:8]([O:10][CH2:59][CH2:60][CH2:50][CH3:51])=[O:9])/[CH:12]=[CH:13]/[CH2:14][CH2:15][CH2:16][CH2:17][CH2:18][CH2:19][C:20](=[O:28])[CH2:21][CH2:22][CH2:23][CH2:24][CH2:25][CH2:26][CH3:27])=[O:48])[C:44]([O:46][CH3:47])=[O:45])=[CH:34][CH:35]=1)[C:41]#[C:42][CH3:43]. Procedure: To a mixture of No. 5317776 (Compound E; 60 mg, 0.08 mmol), DBU (19 μL, 0.126 mmol) and dichloromethane (0.84 mL) was added 2-bromomethyl-isoindole-1,3-dione (30 mg, 0.126 mmol) commercially available from Aldrich (cat. No. 252611). After the mixture was stirred at room temperature for 6 hours, further 2-bromomethyl-isoindole-1,3-dione (10 mg, 0.04 mmol) and DBU (6.3 μL, 0.04 mmol) were added. Then, 4-(1,3-dioxo-1,3-dihydro-isoindole-2-ylmethyl) 1-butyl (S)-2-{(E)-(S)-1-[(S)-2-(4-but-2-ynyloxy-p...